This data is from the Open Reaction Database (ORD), a public repository of structured organic reaction records. The task is: describe an organic reaction: reactants, conditions, products, and yield Starting materials: O(C1=CC=CC=C1)C1=CC=C(C=C1)C1=NN(C2=NC=NC(=C21)N)C2CCNCC2 (3-(4-phenoxyphenyl)-1-(4-piperidyl)-1H-pyrazolo[3,4-d]pyrimidin-4-amine), C(C)(C)(C)OC(=O)N(CCC(=O)O)CCO (3-[(tert-butoxycarbonyl)(2-hydroxyethyl)amino]propanoic acid), Cl.CN(CCCN=C=NCC)C (1-(3-dimethylaminopropyl)-3-ethylcarbodiimide hydrochloride), C(C)(C)N(C(C)C)CC (N,N-diisopropylethylamine), ON1N=NC2=C1N=CC=C2 (1-hydroxy-7-azabenzotriazole). Solvent: ClCCl (dichloromethane). Reaction conditions: time 18 hour. The product is NC1=C2C(=NC=N1)N(N=C2C2=CC=C(C=C2)OC2=CC=CC=C2)C2CCN(CC2)C(CCN(C(OC(C)(C)C)=O)CCO)=O (tert-butyl N-(3-{4-[4-amino-3-(4-phenoxyphenyl)-1H-pyrazolo[3,4-d]pyrimidin-1-yl]piperidino}-3-oxopropyl)-N-(2-hydroxyethyl)carbamate). Yield: 63.8%. RXN SMILES: [O:1]([C:8]1[CH:13]=[CH:12][C:11]([C:14]2[C:22]3[C:17](=[N:18][CH:19]=[N:20][C:21]=3[NH2:23])[N:16]([CH:24]3[CH2:29][CH2:28][NH:27][CH2:26][CH2:25]3)[N:15]=2)=[CH:10][CH:9]=1)[C:2]1[CH:7]=[CH:6][CH:5]=[CH:4][CH:3]=1.[C:30]([O:34][C:35]([N:37]([CH2:43][CH2:44][OH:45])[CH2:38][CH2:39][C:40](O)=[O:41])=[O:36])([CH3:33])([CH3:32])[CH3:31].Cl.CN(C)CCCN=C=NCC.C(N(CC)C(C)C)(C)C.ON1C2N=CC=CC=2N=N1>ClCCl>[NH2:23][C:21]1[N:20]=[CH:19][N:18]=[C:17]2[N:16]([CH:24]3[CH2:29][CH2:28][N:27]([C:40](=[O:41])[CH2:39][CH2:38][N:37]([CH2:43][CH2:44][OH:45])[C:35](=[O:36])[O:34][C:30]([CH3:31])([CH3:32])[CH3:33])[CH2:26][CH2:25]3)[N:15]=[C:14]([C:11]3[CH:10]=[CH:9][C:8]([O:1][C:2]4[CH:7]=[CH:6][CH:5]=[CH:4][CH:3]=4)=[CH:13][CH:12]=3)[C:22]=12 |f:2.3|. Reported procedure: A mixture of 3-(4-phenoxyphenyl)-1-(4-piperidyl)-1H-pyrazolo[3,4-d]pyrimidin-4-amine (0.05 g, 0.00013 mol), 3-[(tert-butoxycarbonyl)(2-hydroxyethyl)amino]propanoic acid (0.038 g, 0.000163 mol), 1-(3-dimethylaminopropyl)-3-ethylcarbodiimide hydrochloride (0.031 g, 0.000163 mol), N,N-diisopropylethylamine (0.031 g, 0.00024 mol) and 1-hydroxy-7-azabenzotriazole (0.018 g, 0.00013 mol) in anhydrous dichloromethane (5 mL) was stirred for 18 hours at room temperature. The solvent was removed under redu... Starting materials: CI (methyl iodide), C(C)(C)(C)OC(=O)NC1=C(C=NC=C1)C (4-tert-Butoxycarbonylamino-3-methylpyridine), C(C)(C)(C)OC(=O)NC1=CC=NC=C1 (4-tert-butoxycarbonylaminopyridine), C(CCC)[Li] (n-butyllithium). Run in O1CCCC1 (tetrahydrofuran), O1CCCC1 (tetrahydrofuran). Conditions: temperature 0 celsius, time 3 hour. Product: N1C=CC=2C=NC=CC21 (1H-Pyrrolo [3,2-c]pyridine). RXN SMILES: C(O[C:6]([NH:8][C:9]1[CH:14]=[CH:13][N:12]=[CH:11][C:10]=1[CH3:15])=O)(C)(C)C.C(OC(NC1C=CN=CC=1)=O)(C)(C)C.C([Li])CCC.CI>O1CCCC1>[NH:8]1[C:9]2[CH:14]=[CH:13][N:12]=[CH:11][C:10]=2[CH:15]=[CH:6]1. Procedure: 4-tert-Butoxycarbonylamino-3-methylpyridine A solution of 4-tert-butoxycarbonylaminopyridine (10.0 g, 51.5 mmol) in tetrahydrofuran (150 ml) was cooled to -30° C. and n-butyllithium (45.3 ml, 2.5M in hexane, 113.3 mmol) was added at such a rate as to keep the temperature below -20° C. The mixture was stirred at 0° C. for 3 hours, the slurry cooled to -70° C. and a solution of methyl iodide (8.77 g, 61.8 mmol) in tetrahydrofuran (25 ml) added. The mixture was warmed to 20° C. and stirred for 1 ho...